From a dataset of the Open Reaction Database (ORD), a public repository of structured organic reaction records. describe an organic reaction: reactants, conditions, products, and yield The reactants are COC([C@H](CC1=CC=C(C=C1)OC1=C(C(=NC=C1)C)C)NC(=O)[C@H]1NCC=2C=C3C(=CC2C1)OC[C@@H](O3)C3=CC=C(C=C3)OCC3=CC(=C(C=C3)Cl)Cl)=O ((S)-2-({(3S,8S)-3-[4-(3,4-dichloro-benzyloxy)-phenyl]-2,3,6,7,8,9-hexahydro-[1,4]dioxino[2,3-g]isoquinoline-8-carbonyl}-amino)-3-[4-(2,3-dimethyl-pyridin-4-yloxy)-phenyl]-propionic acid methyl ester), N1=CC(=CC=C1)N (Pyridine-3-ylamine), C1=CN(C=N1)C(=O)N2C=CN=C2 (CDI). Reagents/catalysts: CN(C)C=1C=CN=CC1 (DMAP). Run in ClCCCl (DCE), ClCCCl (DCE). Run at temperature 60 celsius, time 1 hour. Yields the product ClC=1C=C(COC2=CC=C(C=C2)[C@@H]2OC=3C(=CC=4C[C@H](N(CC4C3)C(NC=3C=NC=CC3)=O)C(=O)N[C@H](C(=O)O)CC3=CC=C(C=C3)OC3=C(C(=NC=C3)C)C)OC2)C=CC1Cl ((S)-2-{[(3S,8S)-3-[4-(3,4-Dichloro-benzyloxy)-phenyl]-7-(pyridin-3-ylcarbamoyl)-2,3,6,7,8,9-hexahydro-[1,4]dioxino[2,3-g]isoquinoline-8-carbonyl]-amino}-3-[4-(2,3-dimethyl-pyridin-4-yloxy)-phenyl]-propionic acid). As a reaction SMILES: [N:1]1[CH:6]=[CH:5][CH:4]=[C:3]([NH2:7])[CH:2]=1.C1N=CN([C:13](N2C=NC=C2)=[O:14])C=1.C[O:21][C:22](=[O:73])[C@@H:23]([NH:40][C:41]([C@@H:43]1[CH2:52][C:51]2[CH:50]=[C:49]3[O:53][CH2:54][C@H:55]([C:57]4[CH:62]=[CH:61][C:60]([O:63][CH2:64][C:65]5[CH:70]=[CH:69][C:68]([Cl:71])=[C:67]([Cl:72])[CH:66]=5)=[CH:59][CH:58]=4)[O:56][C:48]3=[CH:47][C:46]=2[CH2:45][NH:44]1)=[O:42])[CH2:24][C:25]1[CH:30]=[CH:29][C:28]([O:31][C:32]2[CH:37]=[CH:36][N:35]=[C:34]([CH3:38])[C:33]=2[CH3:39])=[CH:27][CH:26]=1>CN(C1C=CN=CC=1)C.ClCCCl>[Cl:72][C:67]1[CH:66]=[C:65]([CH:70]=[CH:69][C:68]=1[Cl:71])[CH2:64][O:63][C:60]1[CH:61]=[CH:62][C:57]([C@H:55]2[CH2:54][O:53][C:49]3=[CH:50][C:51]4[CH2:52][C@@H:43]([C:41]([NH:40][C@@H:23]([CH2:24][C:25]5[CH:26]=[CH:27][C:28]([O:31][C:32]6[CH:37]=[CH:36][N:35]=[C:34]([CH3:38])[C:33]=6[CH3:39])=[CH:29][CH:30]=5)[C:22]([OH:21])=[O:73])=[O:42])[N:44]([C:13](=[O:14])[NH:7][C:3]5[CH:2]=[N:1][CH:6]=[CH:5][CH:4]=5)[CH2:45][C:46]=4[CH:47]=[C:48]3[O:56]2)=[CH:58][CH:59]=1. Reported procedure: Pyridine-3-ylamine was stirred at 60° C. with 1 eq CDI and a catalytic amount of DMAP in DCE for 1 h, then cooled. A solution of (S)-2-({(3S,8S)-3-[4-(3,4-dichloro-benzyloxy)-phenyl]-2,3,6,7,8,9-hexahydro-[1,4]dioxino[2,3-g]isoquinoline-8-carbonyl}-amino)-3-[4-(2,3-dimethyl-pyridin-4-yloxy)-phenyl]-propionic acid methyl ester (1 eq) in DCE was added and stirred at 60° C. for 1 hour. The reaction mixture was cooled, then directly purified by flash chromatography. The resulting compound was hydrol...